Dataset: the Open Reaction Database (ORD), a public repository of structured organic reaction records. Task: describe an organic reaction: reactants, conditions, products, and yield Starting materials: C(C)C=1C(C(=C(OC1C1=CC=C(C=C1)Cl)C1=CC=C(C=C1)Cl)C(=O)OCC)=O (ethyl 2,6-di(4'-chlorophenyl)3-etoxycarbonyl-pyr-4-one), CO (methanol), CN (methylamine). Solvent: C(C)(=O)O (acetic acid), O (water), O (water). Run at time 3 hour. The product is CN1C(=C(C(=O)OCC)C(C=C1C1=CC=C(C=C1)Cl)=O)C1=CC=C(C=C1)Cl (ethyl 1-methyl-2,6-di(4-chlorophenyl)-4-oxonicotinate). As a reaction SMILES: C([C:3]1[C:4](=[O:28])[C:5]([C:23]([O:25][CH2:26][CH3:27])=[O:24])=[C:6]([C:16]2[CH:21]=[CH:20][C:19]([Cl:22])=[CH:18][CH:17]=2)O[C:8]=1[C:9]1[CH:14]=[CH:13][C:12]([Cl:15])=[CH:11][CH:10]=1)C.CO.[CH3:31][NH2:32]>O.C(O)(=O)C>[CH3:31][N:32]1[C:8]([C:9]2[CH:14]=[CH:13][C:12]([Cl:15])=[CH:11][CH:10]=2)=[CH:3][C:4](=[O:28])[C:5]([C:23]([O:25][CH2:26][CH3:27])=[O:24])=[C:6]1[C:16]1[CH:21]=[CH:20][C:19]([Cl:22])=[CH:18][CH:17]=1. Reported procedure: 5.0 gms of ethyl 2,6-di(4'-chlorophenyl)3-etoxycarbonyl-pyr-4-one, 100 mls of methanol, 19 mls of 40% aqueous methylamine, 19 mls of water and 2.9 mls of glacial acetic acid were mixed and allowed to stand at room temperature for 3 hours. The mixture was poured into water and extracted with methylene chloride to provide 5 gms of crude ethyl 1-methyl-2,6-di(4-chlorophenyl)-4-oxonicotinate as a yellowish semi-solid. Starting materials: CN1CCC(CC1)(C1=CC=CC=C1)OC1=CC=CC=C1 (1-methyl-4-phenoxy-4-phenylpiperidine), C(C)OC(=O)Cl (chloroformic acid ethyl ester). The product is C(C)OC(=O)N1CCC(CC1)(C1=CC=CC=C1)OC1=CC=CC=C1 (1-ethoxycarbonyl-4-phenoxy-4-phenylpiperidine). Reaction SMILES: C[N:2]1[CH2:7][CH2:6][C:5]([O:14][C:15]2[CH:20]=[CH:19][CH:18]=[CH:17][CH:16]=2)([C:8]2[CH:13]=[CH:12][CH:11]=[CH:10][CH:9]=2)[CH2:4][CH2:3]1.[CH2:21]([O:23][C:24](Cl)=[O:25])[CH3:22]>>[CH2:21]([O:23][C:24]([N:2]1[CH2:7][CH2:6][C:5]([O:14][C:15]2[CH:20]=[CH:19][CH:18]=[CH:17][CH:16]=2)([C:8]2[CH:13]=[CH:12][CH:11]=[CH:10][CH:9]=2)[CH2:4][CH2:3]1)=[O:25])[CH3:22]. Procedure details: 9.0 g of 1-methyl-4-phenoxy-4-phenylpiperidine are added in portions of 100 ml of chloroformic acid ethyl ester at 80° C.; severe foaming is observed during this addition. When the addition has ended, the mixture is boiled under reflux for 3 hours, excess chloroformic acid ethyl ester is distilled off in vacuo, and 120 ml of water and 15 ml of concentrated ammonia are added to resulting solid residue. This mixture is stirred thoroughly, and the precipitate is filtered off and rinsed with water. ... Reactants: C(CCCCCCCCCCCCCCCCC)(=O)[O-].[K+] (potassium stearate), [OH-].[Zn+2].[OH-] (zinc hydroxide), graphite, S(=O)(=O)([O-])[O-].[Zn+2] (zinc sulfate). The solvent is O (water). Yields the product C(CCCCCCCCCCCCCCCCC)(=O)[O-].[Zn+2].C(CCCCCCCCCCCCCCCCC)(=O)[O-] (zinc stearate). Reaction SMILES: S([O-])([O-])(=O)=O.[Zn+2:6].[C:7]([O-:26])(=[O:25])[CH2:8][CH2:9][CH2:10][CH2:11][CH2:12][CH2:13][CH2:14][CH2:15][CH2:16][CH2:17][CH2:18][CH2:19][CH2:20][CH2:21][CH2:22][CH2:23][CH3:24].[K+].[OH-].[Zn+2].[OH-]>O>[C:7]([O-:26])(=[O:25])[CH2:8][CH2:9][CH2:10][CH2:11][CH2:12][CH2:13][CH2:14][CH2:15][CH2:16][CH2:17][CH2:18][CH2:19][CH2:20][CH2:21][CH2:22][CH2:23][CH3:24].[Zn+2:6].[C:7]([O-:26])(=[O:25])[CH2:8][CH2:9][CH2:10][CH2:11][CH2:12][CH2:13][CH2:14][CH2:15][CH2:16][CH2:17][CH2:18][CH2:19][CH2:20][CH2:21][CH2:22][CH2:23][CH3:24] |f:0.1,2.3,4.5.6,8.9.10|. Procedure: In the second precipitation process, a solution of zinc sulfate (0.0163 mol) dissolved in water (100 mL) was added to the mixture of potassium stearate, zinc hydroxide and graphite. This resulted in immediate precipitation of zinc stearate and gave the zinc active mass as a gray precipitate where the zinc stearate, zinc hydroxide and graphite were present as an intimate mixture. This final precipitated mixture was heated to 70° C. and stirred for a further 10 minutes. Upon cessation of stirring,... Reactants: C(C1=CC=CC=C1)N1CCC(CC1)C(=O)C1=C(C=C(C=C1)C(F)(F)F)F ((1-benzyl-piperidin-4-yl)-(2-fluoro-4-trifluoromethyl-phenyl)-methanone), CNN (methylhydrazine), C(=O)(O)[O-].[Na+] (NaHCO3). Run in C(CCC)O (n-butanol). Product: C(C1=CC=CC=C1)N1CCC(CC1)C1=NN(C2=CC(=CC=C12)C(F)(F)F)C (3-(1-Benzyl-piperidin-4-yl)-1-methyl-6-trifluoromethyl-1H-indazole). The yield is 82.4%. As a reaction SMILES: [CH2:1]([N:8]1[CH2:13][CH2:12][CH:11]([C:14]([C:16]2[CH:21]=[CH:20][C:19]([C:22]([F:25])([F:24])[F:23])=[CH:18][C:17]=2F)=O)[CH2:10][CH2:9]1)[C:2]1[CH:7]=[CH:6][CH:5]=[CH:4][CH:3]=1.[CH3:27][NH:28][NH2:29].C([O-])(O)=O.[Na+]>C(O)CCC>[CH2:1]([N:8]1[CH2:13][CH2:12][CH:11]([C:14]2[C:16]3[C:17](=[CH:18][C:19]([C:22]([F:25])([F:24])[F:23])=[CH:20][CH:21]=3)[N:28]([CH3:27])[N:29]=2)[CH2:10][CH2:9]1)[C:2]1[CH:7]=[CH:6][CH:5]=[CH:4][CH:3]=1 |f:2.3|. Reported procedure: A solution of (1-benzyl-piperidin-4-yl)-(2-fluoro-4-trifluoromethyl-phenyl)-methanone (2.0 g, 5.46 mmol), methylhydrazine (327 mg, 7.10 mmol), and n-butanol (22 mL) was heated at 120° C. in a seal vessel for 18 hours. The reaction was cooled to room temperature and basified with NaHCO3 and extracted with EtOAc (3×50 mL). The combined organic layers were washed with brine (50 mL), dried over magnesium sulfate, filtered, and evaporated. The product was chromatographed on silica, eluting with 1:1 e... Reactants: NC1=NC(=CC(=N1)N1CCC2(C[C@H](N(C2)C(=O)OCC2=CC=CC=C2)C(=O)OCC)CC1)O[C@@H](C(F)(F)F)C1=C(C=C(C=C1)C=O)N1N=C(C=C1)C ((S)-2-benzyl 3-ethyl 8-(2-amino-6-((R)-2,2,2-trifluoro-1-(4-formyl-2-(3-methyl-1H-pyrazol-1-yl)phenyl)ethoxy)pyrimidin-4-yl)-2,8-diazaspiro[4.5]decane-2,3-dicarboxylate), [BH3-]C#N.[Na+] (NaCNBH3). Reagents/catalysts: CC(=O)O (HOAc). Run in ClC(C)Cl (dichloroethane). Conditions: time 3 hour. The product is NC1=NC(=CC(=N1)N1CCC2(C[C@H](N(C2)C(=O)OCC2=CC=CC=C2)C(=O)OCC)CC1)O[C@@H](C(F)(F)F)C1=C(C=C(C=C1)CO)N1N=C(C=C1)C ((S)-2-benzyl 3-ethyl 8-(2-amino-6-((R)-2,2,2-trifluoro-1-(4-(hydroxymethyl)-2-(3-methyl-1H-pyrazol-1-yl)phenyl)ethoxy)pyrimidin-4-yl)-2,8-diazaspiro[4.5]decane-2,3-dicarboxylate). Reaction SMILES: [NH2:1][C:2]1[N:7]=[C:6]([N:8]2[CH2:32][CH2:31][C:11]3([CH2:15][N:14]([C:16]([O:18][CH2:19][C:20]4[CH:25]=[CH:24][CH:23]=[CH:22][CH:21]=4)=[O:17])[C@H:13]([C:26]([O:28][CH2:29][CH3:30])=[O:27])[CH2:12]3)[CH2:10][CH2:9]2)[CH:5]=[C:4]([O:33][C@H:34]([C:39]2[CH:44]=[CH:43][C:42]([CH:45]=[O:46])=[CH:41][C:40]=2[N:47]2[CH:51]=[CH:50][C:49]([CH3:52])=[N:48]2)[C:35]([F:38])([F:37])[F:36])[N:3]=1.[BH3-]C#N.[Na+]>ClC(Cl)C.CC(O)=O>[NH2:1][C:2]1[N:7]=[C:6]([N:8]2[CH2:32][CH2:31][C:11]3([CH2:15][N:14]([C:16]([O:18][CH2:19][C:20]4[CH:25]=[CH:24][CH:23]=[CH:22][CH:21]=4)=[O:17])[C@H:13]([C:26]([O:28][CH2:29][CH3:30])=[O:27])[CH2:12]3)[CH2:10][CH2:9]2)[CH:5]=[C:4]([O:33][C@H:34]([C:39]2[CH:44]=[CH:43][C:42]([CH2:45][OH:46])=[CH:41][C:40]=2[N:47]2[CH:51]=[CH:50][C:49]([CH3:52])=[N:48]2)[C:35]([F:38])([F:37])[F:36])[N:3]=1 |f:1.2|. Procedure: To a solution of (S)-2-benzyl 3-ethyl 8-(2-amino-6-((R)-2,2,2-trifluoro-1-(4-formyl-2-(3-methyl-1H-pyrazol-1-yl)phenyl)ethoxy)pyrimidin-4-yl)-2,8-diazaspiro[4.5]decane-2,3-dicarboxylate (36 mg, 0.05 mmol) in dichloroethane (2 mL) was added NaCNBH3 (1M in THF, 1 mL, 0.5 mmol), followed by a few drops of HOAc. The mixture was stirred at RT for 3 h then concentrated in vacuo. The residue was dissolved in MeOH and purified on reverse phase HPLC (MeOH/H2O/HOAc) to provide (S)-2-benzyl 3-ethyl 8-(2-am... The reactants are FC(C=1C=C(CBr)C=CC1)(F)F (3-trifluoromethylbenzyl bromide), C([O-])([O-])=O.[K+].[K+] (potassium carbonate), N1C(=CC2=CC=CC=C12)C(=O)OCC (ethyl 1H-indole-2-carboxylate), C(C)(=O)OCC (ethyl acetate). Run in CN(C=O)C (dimethylformamide). The product is FC(C=1C=C(CN2C(=CC3=CC=CC=C23)C(=O)OCC)C=CC1)(F)F (Ethyl 1-(3-trifluoromethylbenzyl)-1H-indole-2-carboxylate). Yield: 88.6%. RXN SMILES: [NH:1]1[C:9]2[C:4](=[CH:5][CH:6]=[CH:7][CH:8]=2)[CH:3]=[C:2]1[C:10]([O:12][CH2:13][CH3:14])=[O:11].[F:15][C:16]([F:26])([F:25])[C:17]1[CH:18]=[C:19]([CH:22]=[CH:23][CH:24]=1)[CH2:20]Br.C(=O)([O-])[O-].[K+].[K+].C(OCC)(=O)C>CN(C)C=O>[F:15][C:16]([F:25])([F:26])[C:17]1[CH:18]=[C:19]([CH:22]=[CH:23][CH:24]=1)[CH2:20][N:1]1[C:9]2[C:4](=[CH:5][CH:6]=[CH:7][CH:8]=2)[CH:3]=[C:2]1[C:10]([O:12][CH2:13][CH3:14])=[O:11] |f:2.3.4|. Reported procedure: A suspension of 0.492 g (2.6 mmol) of ethyl 1H-indole-2-carboxylate, of 0.683 g (2.86 mmol) of 3-trifluoromethylbenzyl bromide and of 0.898 g (6.5 mmol) of potassium carbonate in 50 ml of dimethylformamide is stirred at 60° C. for 24 hours. The reaction mixture is cooled and is poured into a mixture of ice-cold water and of ethyl acetate. After settling, the organic phase is separated and is then washed with two times 50 ml of water and then with 50 ml of a saturated sodium chloride solution. Th... Reactants: O=C([O-])[O-], Cc1ccc(N)cc1B1OC(C)(C)C(C)(C)O1, CCO, Cc1ccccc1, CCOC(C)=O, Fc1cnc(Cl)c(F)c1, [Na+], [Na+], c1ccc(P(c2ccccc2)(c2ccccc2)[Pd](P(c2ccccc2)(c2ccccc2)c2ccccc2)(P(c2ccccc2)(c2ccccc2)c2ccccc2)P(c2ccccc2)(c2ccccc2)c2ccccc2)cc1. The product is Cc1ccc(N)cc1-c1ncc(F)cc1F. Reaction SMILES: [C:34](=[O:35])([O-:36])[O-:37].[CH3:10][c:11]1[c:12]([B:18]2[O:19][C:20]([CH3:21])([CH3:22])[C:23]([CH3:24])([CH3:25])[O:26]2)[cH:13][c:14]([NH2:15])[cH:16][cH:17]1.[CH3:123][CH2:124][OH:125].[CH3:27][c:28]1[cH:29][cH:30][cH:31][cH:32][cH:33]1.[CH3:40][CH2:41][O:42][C:43](=[O:44])[CH3:45].[Cl:1][c:2]1[n:3][cH:4][c:5]([F:9])[cH:6][c:7]1[F:8].[Na+:38].[Na+:39].[cH:46]1[cH:47][cH:48][c:49]([P:50]([Pd:51]([P:52]([c:53]2[cH:54][cH:55][cH:56][cH:57][cH:58]2)([c:59]2[cH:60][cH:61][cH:62][cH:63][cH:64]2)[c:65]2[cH:66][cH:67][cH:68][cH:69][cH:70]2)([P:71]([c:72]2[cH:73][cH:74][cH:75][cH:76][cH:77]2)([c:78]2[cH:79][cH:80][cH:81][cH:82][cH:83]2)[c:84]2[cH:85][cH:86][cH:87][cH:88][cH:89]2)[P:90]([c:91]2[cH:92][cH:93][cH:94][cH:95][cH:96]2)([c:97]2[cH:98][cH:99][cH:100][cH:101][cH:102]2)[c:103]2[cH:104][cH:105][cH:106][cH:107][cH:108]2)([c:109]2[cH:110][cH:111][cH:112][cH:113][cH:114]2)[c:115]2[cH:116][cH:117][cH:118][cH:119][cH:120]2)[cH:121][cH:122]1>>[c:2]1(-[c:12]2[c:11]([CH3:10])[cH:17][cH:16][c:14]([NH2:15])[cH:13]2)[n:3][cH:4][c:5]([F:9])[cH:6][c:7]1[F:8]. Reactants: Cl.Cl.N12C[C@@H](C(CC1)CC2)N ((R)-1-Aza-bicyclo[2.2.2]oct-3-ylamine dihydrochloride), C1(=CC=CC=C1)SC=CC(=O)O (3-(phenylthio)acrylic acid), C(C)(C)N(CC)C(C)C (diisopropylethylamine), O.ON1N=NC2=C1C=CC=C2 (1-hydroxybenzotriazole hydrate), F[B-](F)(F)F.N1(N=NC2=C1C=CC=C2)OC(=[N+](C)C)N(C)C (O-benzotriazol-1-yl-N.N,N′,N′-tetramethyluronium tetrafluoroborate). Run in C(C)(C)O (isopropanol), O (water), CN(C)C=O (DMF). Reaction conditions: time 8 hour. The product is Cl.N12C[C@@H](C(CC1)CC2)NC(\C=C/SC2=CC=CC=C2)=O ((R)-N-(1-Aza-bicyclo[2.2.2]oct-3-yl)[Z-3-(phenylthio)propenamide]hydrochloride). Yield: 19.7%. As a reaction SMILES: [ClH:1].Cl.[N:3]12[CH2:10][CH2:9][CH:6]([CH2:7][CH2:8]1)[C@@H:5]([NH2:11])[CH2:4]2.[C:12]1([S:18][CH:19]=[CH:20][C:21](O)=[O:22])[CH:17]=[CH:16][CH:15]=[CH:14][CH:13]=1.C(N(C(C)C)CC)(C)C.O.ON1C2C=CC=CC=2N=N1.F[B-](F)(F)F.N1(OC(N(C)C)=[N+](C)C)C2C=CC=CC=2N=N1>CN(C=O)C.O.C(O)(C)C>[ClH:1].[N:3]12[CH2:10][CH2:9][CH:6]([CH2:7][CH2:8]1)[C@@H:5]([NH:11][C:21](=[O:22])/[CH:20]=[CH:19]\[S:18][C:12]1[CH:17]=[CH:16][CH:15]=[CH:14][CH:13]=1)[CH2:4]2 |f:0.1.2,5.6,7.8,12.13|. Reported procedure: To a stirred solution of (R)-1-Aza-bicyclo[2.2.2]oct-3-ylamine dihydrochloride (25 g, 0.125 mol), 3-(phenylthio)acrylic acid (23.5 g, 0.13 mol), and diisopropylethylamine (90 ml) in dry DMF (600 ml) at ambient temperature was added in succession 1-hydroxybenzotriazole hydrate (17 g, 0.126 mol) and O-benzotriazol-1-yl-N.N,N′,N′-tetramethyluronium tetrafluoroborate (40 g, 0.124 mol). The resulting amber-colored solution was stirred overnight, diluted with water (1 vol), and extracted with ether (2...